Dataset: the Open Reaction Database (ORD), a public repository of structured organic reaction records. Task: describe an organic reaction: reactants, conditions, products, and yield The reactants are CC(=O)[O-], CCO, ClCCl, O=C(O)C(F)(F)F, N#CBr, CC(CO)C1(N)c2cc(Br)ccc2Oc2cnc(Cl)cc21, [Na+]. Yields the product CC1COC(N)=NC12c1cc(Br)ccc1Oc1cnc(Cl)cc12. Reaction SMILES: [CH3:23][C:24](=[O:25])[O-:26].[CH3:37][CH2:38][OH:39].[Cl:40][CH2:41][Cl:42].[F:30][C:31]([F:32])([F:33])[C:34]([OH:35])=[O:36].[N:27]#[C:28][Br:29].[NH2:1][C:2]1([CH:18]([CH2:19][OH:20])[CH3:21])[c:3]2[cH:4][c:5]([Br:17])[cH:6][cH:7][c:8]2[O:9][c:10]2[cH:11][n:12][c:13]([Cl:16])[cH:14][c:15]21.[Na+:22]>>[N:1]1=[C:28]([NH2:27])[O:20][CH2:19][CH:18]([CH3:21])[C:2]12[c:3]1[cH:4][c:5]([Br:17])[cH:6][cH:7][c:8]1[O:9][c:10]1[cH:11][n:12][c:13]([Cl:16])[cH:14][c:15]12.